From a dataset of the Open Reaction Database (ORD), a public repository of structured organic reaction records. describe an organic reaction: reactants, conditions, products, and yield The reactants are CO, CO, CC(=O)NC1=NC(C)(c2cccc(-c3cccnc3F)c2)CCS1, [K+], [K+], O=C([O-])[O-], O. The product is CC1(c2cccc(-c3cccnc3F)c2)CCSC(N)=N1. Reaction SMILES: [CH3:31][OH:32].[CH3:34][OH:35].[F:1][c:2]1[n:3][cH:4][cH:5][cH:6][c:7]1-[c:8]1[cH:9][c:10]([C:14]2([CH3:24])[N:15]=[C:16]([NH:20][C:21](=[O:22])[CH3:23])[S:17][CH2:18][CH2:19]2)[cH:11][cH:12][cH:13]1.[K+:25].[K+:26].[O-:27][C:28]([O-:29])=[O:30].[OH2:33]>>[F:1][c:2]1[n:3][cH:4][cH:5][cH:6][c:7]1-[c:8]1[cH:9][c:10]([C:14]2([CH3:24])[N:15]=[C:16]([NH2:20])[S:17][CH2:18][CH2:19]2)[cH:11][cH:12][cH:13]1. Reactants: [Cl-], Nc1nccs1, CC(C)c1ccc2ncc(C(=O)O)c(O)c2c1. Product: CC(C)c1ccc2ncc(C(=O)Nc3nccs3)c(O)c2c1. RXN SMILES: [Cl-:1].[NH2:19][c:20]1[s:21][cH:22][cH:23][n:24]1.[OH:2][c:3]1[c:4]([C:16](=[O:17])[OH:18])[cH:5][n:6][c:7]2[cH:8][cH:9][c:10]([CH:13]([CH3:14])[CH3:15])[cH:11][c:12]12>>[OH:2][c:3]1[c:4]([C:16](=[O:18])[NH:19][c:20]2[s:21][cH:22][cH:23][n:24]2)[cH:5][n:6][c:7]2[cH:8][cH:9][c:10]([CH:13]([CH3:14])[CH3:15])[cH:11][c:12]12. The reactants are CO, CCc1nc2c(cnn2CC)c(NC2CCOCC2)c1CNS(=O)(=O)c1cc(C(=O)NCc2ccc(F)c(-c3cccc(CN4CCN(C(=O)OC(C)(C)C)C(C)C4)c3)c2)c(Cl)cc1F, Cl, C1COCCO1. The product is CCc1nc2c(cnn2CC)c(NC2CCOCC2)c1CNS(=O)(=O)c1cc(C(=O)NCc2ccc(F)c(-c3cccc(CN4CCNC(C)C4)c3)c2)c(Cl)cc1F. Reaction SMILES: [CH3:73][OH:74].[Cl:1][c:2]1[c:3]([C:34](=[O:35])[NH:36][CH2:37][c:38]2[cH:39][cH:40][c:41]([F:65])[c:42](-[c:44]3[cH:45][c:46]([CH2:50][N:51]4[CH2:52][CH:53]([CH3:64])[N:54]([C:57]([O:58][C:59]([CH3:60])([CH3:61])[CH3:62])=[O:63])[CH2:55][CH2:56]4)[cH:47][cH:48][cH:49]3)[cH:43]2)[cH:4][c:5]([S:9](=[O:10])(=[O:11])[NH:12][CH2:13][c:14]2[c:15]([NH:27][CH:28]3[CH2:29][CH2:30][O:31][CH2:32][CH2:33]3)[c:16]3[c:17]([n:18][c:19]2[CH2:20][CH3:21])[n:22]([CH2:25][CH3:26])[n:23][cH:24]3)[c:6]([F:8])[cH:7]1.[ClH:66].[O:67]1[CH2:68][CH2:69][O:70][CH2:71][CH2:72]1>>[Cl:1][c:2]1[c:3]([C:34](=[O:35])[NH:36][CH2:37][c:38]2[cH:39][cH:40][c:41]([F:65])[c:42](-[c:44]3[cH:45][c:46]([CH2:50][N:51]4[CH2:52][CH:53]([CH3:64])[NH:54][CH2:55][CH2:56]4)[cH:47][cH:48][cH:49]3)[cH:43]2)[cH:4][c:5]([S:9](=[O:10])(=[O:11])[NH:12][CH2:13][c:14]2[c:15]([NH:27][CH:28]3[CH2:29][CH2:30][O:31][CH2:32][CH2:33]3)[c:16]3[c:17]([n:18][c:19]2[CH2:20][CH3:21])[n:22]([CH2:25][CH3:26])[n:23][cH:24]3)[c:6]([F:8])[cH:7]1. Starting materials: C(C)(=O)NNC=1CN=C(C2=C(N1)SC(=C2)Cl)C2=C(C=CC=C2)Cl (2-(2-acetylhydrazino)-7-chloro-5-(o-chlorophenyl)-3H-thieno[2,3-e]-1,4-diazepine). The solvent is O (water). The product is ClC1=CC=2C(=NCC=3N(C2S1)C(=NN3)C)C3=C(C=CC=C3)Cl (2-chloro-4-(o-chlorophenyl)-9-methyl-6H-thieno[3,2-f]-s-triazolo[4,3-a][1,4]diazepine). Reaction SMILES: [C:1]([NH:4][NH:5][C:6]1[CH2:7][N:8]=[C:9]([C:17]2[CH:22]=[CH:21][CH:20]=[CH:19][C:18]=2[Cl:23])[C:10]2[CH:15]=[C:14]([Cl:16])[S:13][C:11]=2[N:12]=1)(=O)[CH3:2]>O>[Cl:16][C:14]1[S:13][C:11]2[N:12]3[C:1]([CH3:2])=[N:4][N:5]=[C:6]3[CH2:7][N:8]=[C:9]([C:17]3[CH:22]=[CH:21][CH:20]=[CH:19][C:18]=3[Cl:23])[C:10]=2[CH:15]=1. Procedure details: 2.5 g of 2-(2-acetylhydrazino)-7-chloro-5-(o-chlorophenyl)-3H-thieno[2,3-e]-1,4-diazepine are heated under reduced pressure (water-jet vacuum) for 5-7 minutes in an oil bath (250° C.) until gas evolution is no longer observed. The resulting product is finely triturated in a mortar and boiled out several times with a total of 400 ml of ethyl acetate. After removal of the solvent, the resulting crude product is recrystallised from ethanol containing active carbon to give 2-chloro-4-(o-chlorophenyl... Reactants: C(C)(C)NC(C)C (diisopropylamine), C(CCC)[Li] (butyl lithium), CC1=NC(=NC=C1)SC (4-methyl-2-methylsulfanyl-pyrimidine), ClC1=C(C(=O)N(C)OC)C=CC(=C1)Cl (2,4dichloro-N-methoxy-N-methyl-benzamide), [NH4+].[Cl-] (NH4Cl). The solvent is C1CCOC1 (THF), C(Cl)Cl (CH2Cl2), C(Cl)Cl (CH2Cl2). Yields the product ClC1=C(C=CC(=C1)Cl)C(CC1=NC(=NC=C1)SC)=O (1-(2,4-Dichloro-phenyl)-2-(2-methylsulfanyl-pyrimidin-4-yl)-ethanone). As a reaction SMILES: C(NC(C)C)(C)C.C([Li])CCC.[CH3:13][C:14]1[CH:19]=[CH:18][N:17]=[C:16]([S:20][CH3:21])[N:15]=1.[Cl:22][C:23]1[CH:34]=[C:33]([Cl:35])[CH:32]=[CH:31][C:24]=1[C:25](N(OC)C)=[O:26].[NH4+].[Cl-]>C(Cl)Cl.C1COCC1>[Cl:22][C:23]1[CH:34]=[C:33]([Cl:35])[CH:32]=[CH:31][C:24]=1[C:25](=[O:26])[CH2:13][C:14]1[CH:19]=[CH:18][N:17]=[C:16]([S:20][CH3:21])[N:15]=1 |f:4.5|. Procedure details: To the solution of 85 mL of diisopropylamine (Fluka 38300) and 2.5 L of THF at −75° C. under Argon is added 370 mL (0.55 Mol) of butyl lithium (BuLi; 1.6N in hexanes; Fluka 20160) within 1 h. To this is added 71 g (0.5 Mol) of 4-methyl-2-methylsulfanyl-pyrimidine in 250 mL of CH2Cl2 at −75° C. within 30 min. After this, a solution of 118 g (0.5 Mol) of 2,4dichloro-N-methoxy-N-methyl-benzamide in 250 mL of CH2Cl2 at −75° C. within 30 min followed by letting the mixture warn up to rt. After comple... The reactants are Cl.C(CCC)N1CC=2CCC3=C(C2CC1)C=CC=C3 (3-butyl-1,2,3,4,5,6-hexahydro-benz[f]isoquinoline hydrochloride), [Li] (lithium), N (ammonia). Run in C1CCOC1 (THF), NC1=CC=CC=C1 (aniline), liquid. Conditions: time 2 hour. The product is C(CCC)N1C[C@H]2CCC3=C([C@@H]2CC1)C=CC=C3 (trans-3-Butyl-1,2,3,4,4a,5,6,10b-octahydrobenz[f]isoquinoline). Isolated yield 34.8%. As a reaction SMILES: Cl.[CH2:2]([N:6]1[CH2:15][CH2:14][C:13]2[C:12]3[CH:16]=[CH:17][CH:18]=[CH:19][C:11]=3[CH2:10][CH2:9][C:8]=2[CH2:7]1)[CH2:3][CH2:4][CH3:5].[Li].N>C1COCC1.NC1C=CC=CC=1>[CH2:2]([N:6]1[CH2:15][CH2:14][C@@H:13]2[C@H:8]([CH2:9][CH2:10][C:11]3[CH:19]=[CH:18][CH:17]=[CH:16][C:12]=32)[CH2:7]1)[CH2:3][CH2:4][CH3:5] |f:0.1,^1:19|. Reported procedure: A solution of 0.104 g (0.374 mmol) of 3-butyl-1,2,3,4,5,6-hexahydro-benz[f]isoquinoline hydrochloride in 4 ml of anhydrous THF and 0.2 ml of aniline was added dropwise to a solution of 22 mg of lithium wire in 50 ml of liquid ammonia, cooled by a dry-ice/acetone bath. The cooling bath was then removed and the mixture was stirred under nitrogen for 2 h before quenching carefully with water (2 ml) and allowing the solvents to evaporate overnight. The residue was partitioned between ether and water... Reactants: FC1=CC2=C(N(C(CO2)=O)CC#C)C=C1N=C=O (7-fluoro-6-isocyanato-4-propargyl-4H-1,4-benzoxazin-3-one), FC1=CC2=C(N(C(S2)=O)CC#C)C=C1N=C=O (6-fluoro-5-isocyanato-3-propargyl-2-benzothiazolone), FC1=CC2=C(N(C(S2)=O)CC#C)C=C1N=C=S (6-fluoro-5-isothiocyanato-3-propargyl-2-benzothiazolone). Product: FC1=CC2=C(N(C(S2)=O)CC#C)C=C1N1C(N2N(CC=CC2)C1=S)=O (5,8-dihydro-2-(6-fluoro-3-propargyl-2-benzothiazolon-5-yl)-1H-[1,2,4]triazolo-[1,2-a]pyridazine-1-thion-3(2H)-one), 5,8-dihydro-2-(7-fluoro-4-propargyl-4H-1,4-benzoxazin-3(4H)-on-6-yl)-1H-[1,2,4]triazolo-[1,2-a]pyridazine-1,3(2H)-dione. RXN SMILES: [F:1][C:2]1[C:14]([N:15]=[C:16]=[O:17])=[CH:13][C:5]2[N:6]([CH2:10][C:11]#[CH:12])[C:7](=[O:9])[S:8][C:4]=2[CH:3]=1.F[C:19]1[C:31](N=C=S)=[CH:30][C:22]2[N:23](CC#C)[C:24](=O)[S:25]C=2C=1.FC1C(N=C=O)=CC2[N:40](CC#C)C(=O)COC=2C=1>>[F:1][C:2]1[C:14]([N:15]2[C:24](=[S:25])[N:23]3[CH2:22][CH:30]=[CH:31][CH2:19][N:40]3[C:16]2=[O:17])=[CH:13][C:5]2[N:6]([CH2:10][C:11]#[CH:12])[C:7](=[O:9])[S:8][C:4]=2[CH:3]=1. Procedure: In place of 6-fluoro-5-isocyanato-3-propargyl-2-benzothiazolone in the foregoing Example 1, use was made of 6-fluoro-5-isothiocyanato-3-propargyl-2-benzothiazolone and 7-fluoro-6-isocyanato-4-propargyl-4H-1,4-benzoxazin-3-one so as to obtain 5,8-dihydro-2-(6-fluoro-3-propargyl-2-benzothiazolon-5-yl)-1H-[1,2,4]triazolo-[1,2-a]pyridazine-1-thion-3(2H)-one and 5,8-dihydro-2-(7-fluoro-4-propargyl-4H-1,4-benzoxazin-3(4H)-on-6-yl)-1H-[1,2,4]triazolo-[1,2-a]pyridazine-1,3(2H)-dione, respectively. Starting materials: C(C1=CC=CC=C1)OC=1C=C2C(=C(N(C(C2=CC1)=O)CC(C)C)C(=O)OC)C1=CC=C(C=C1)F (methyl 6-benzyloxy-4-(4-fluorophenyl)-2-isobutyl-1-oxo-1,2-dihydro-3-isoquinolinecarboxylate), O.[OH-].[Li+] (lithium hydroxide monohydrate), Cl (hydrochloric acid), O (water). Run in CO (methanol). Product: C(C1=CC=CC=C1)OC=1C=C2C(=C(N(C(C2=CC1)=O)CC(C)C)C(=O)O)C1=CC=C(C=C1)F (6-benzyloxy-4-(4-fluorophenyl)-2-isobutyl-1-oxo-1,2-dihydro-3-isoquinolinecarboxylic acid). Isolated yield 80.4%. Reaction SMILES: [CH2:1]([O:8][C:9]1[CH:10]=[C:11]2[C:16](=[CH:17][CH:18]=1)[C:15](=[O:19])[N:14]([CH2:20][CH:21]([CH3:23])[CH3:22])[C:13]([C:24]([O:26]C)=[O:25])=[C:12]2[C:28]1[CH:33]=[CH:32][C:31]([F:34])=[CH:30][CH:29]=1)[C:2]1[CH:7]=[CH:6][CH:5]=[CH:4][CH:3]=1.O.[OH-].[Li+].O.Cl>CO>[CH2:1]([O:8][C:9]1[CH:10]=[C:11]2[C:16](=[CH:17][CH:18]=1)[C:15](=[O:19])[N:14]([CH2:20][CH:21]([CH3:23])[CH3:22])[C:13]([C:24]([OH:26])=[O:25])=[C:12]2[C:28]1[CH:33]=[CH:32][C:31]([F:34])=[CH:30][CH:29]=1)[C:2]1[CH:3]=[CH:4][CH:5]=[CH:6][CH:7]=1 |f:1.2.3|. Reported procedure: To a solution of methyl 6-benzyloxy-4-(4-fluorophenyl)-2-isobutyl-1-oxo-1,2-dihydro-3-isoquinolinecarboxylate (5.05 g, 11 mmol) in methanol (30 mL) was added an aqueous solution (10 mL) of lithium hydroxide monohydrate (1.38 g, 33 mmol). The obtained mixture was refluxed under heating for 12 h. The reaction mixture was poured into water, and, acidified with 1N hydrochloric acid and extracted with ethyl acetate. The extract was washed with brine, dried over anhydrous magnesium sulfate and concent... The reactants are BrC1=CC=C(C=C1)[C@H](CC(=O)C1=CC(=NC=C1)C)C1=C(C=C(C=C1)Cl)C ((S)-3-(4-bromo-phenyl)-3-(4-chloro-2-methyl-phenyl)-1-(2-methyl-pyridin-4-yl)-propan-1-one), B(O)(O)C1=CC=C(C(=O)O)C=C1 (4-boronobenzoic acid). The product is ClC1=CC(=C(C=C1)[C@@H](CC(=O)C1=CC(=NC=C1)C)C1=CC=C(C=C1)C1=CC=C(C=C1)C(=O)O)C (4′-[(S)-1-(4-Chloro-2-methyl-phenyl)-3-(2-methyl-pyridin-4-yl)-3-oxo-propyl]-biphenyl-4-carboxylic acid). As a reaction SMILES: Br[C:2]1[CH:7]=[CH:6][C:5]([C@@H:8]([C:19]2[CH:24]=[CH:23][C:22]([Cl:25])=[CH:21][C:20]=2[CH3:26])[CH2:9][C:10]([C:12]2[CH:17]=[CH:16][N:15]=[C:14]([CH3:18])[CH:13]=2)=[O:11])=[CH:4][CH:3]=1.B([C:30]1[CH:38]=[CH:37][C:33]([C:34]([OH:36])=[O:35])=[CH:32][CH:31]=1)(O)O>>[Cl:25][C:22]1[CH:23]=[CH:24][C:19]([C@H:8]([C:5]2[CH:6]=[CH:7][C:2]([C:30]3[CH:38]=[CH:37][C:33]([C:34]([OH:36])=[O:35])=[CH:32][CH:31]=3)=[CH:3][CH:4]=2)[CH2:9][C:10]([C:12]2[CH:17]=[CH:16][N:15]=[C:14]([CH3:18])[CH:13]=2)=[O:11])=[C:20]([CH3:26])[CH:21]=1. Procedure: In analogy to example 74, step 6, from (S)-3-(4-bromo-phenyl)-3-(4-chloro-2-methyl-phenyl)-1-(2-methyl-pyridin-4-yl)-propan-1-one (example 282, step 1) and 4-boronobenzoic acid was prepared the title compound as an yellow foam. Reactants: C(CCCCCCCCCCC)OCCCCCCCCCCCC.[Al] (aluminum dodecyloxide). The reagents and catalysts are [O-2].[O-2].[Ti+4] (Titanium dioxide). Yields the product C(CCCCCCCCCCC)OCCCCCCCCCCCC.[Al] (Aluminum dodecyloxide), O.O.O.O.[Al] (alumina hydrate). Reaction SMILES: [CH2:1]([O:13][CH2:14][CH2:15][CH2:16][CH2:17][CH2:18][CH2:19][CH2:20][CH2:21][CH2:22][CH2:23][CH2:24][CH3:25])[CH2:2][CH2:3][CH2:4][CH2:5][CH2:6][CH2:7][CH2:8][CH2:9][CH2:10][CH2:11][CH3:12].[Al:26]>[O-2].[O-2].[Ti+4]>[CH2:14]([O:13][CH2:1][CH2:2][CH2:3][CH2:4][CH2:5][CH2:6][CH2:7][CH2:8][CH2:9][CH2:10][CH2:11][CH3:12])[CH2:15][CH2:16][CH2:17][CH2:18][CH2:19][CH2:20][CH2:21][CH2:22][CH2:23][CH2:24][CH3:25].[Al:26].[OH2:13].[OH2:13].[OH2:13].[OH2:13].[Al:26] |f:0.1,2.3.4,5.6,7.8.9.10.11|. Reported procedure: Aluminum dodecyloxide was prepared in the same manner as in Example 1. The aluminum dodecyloxide was hydrolyzed to obtain an alumina slurry in the same manner as in Example 1 (Examples 5 and 6). Titanium dioxide was added in the same manner as in Example 3 (Examples 7 and 8). The pH and the solid content of the alumina slurry was adjusted in the same manner as in Example 1. The alumina slurry was aged under the conditions shown in Table 1 to obtain a colloidal sol of the alumina hydrate. The res...